This data is from the Open Reaction Database (ORD), a public repository of structured organic reaction records. The task is: describe an organic reaction: reactants, conditions, products, and yield Starting materials: C(C1=CC=CC=C1)(=O)C=CC(=O)O (3-benzoylacrylic acid), C(C)(=S)O (thioacetic acid). The solvent is C(C)OCC (diethyl ether). Conditions: time 5 hour. Product: C(C)(=O)SC(C(=O)O)CC(C1=CC=CC=C1)=O (2-acetylthio-3-benzoylpropionic acid). Reaction SMILES: [C:1]([CH:9]=[CH:10][C:11]([OH:13])=[O:12])(=[O:8])[C:2]1[CH:7]=[CH:6][CH:5]=[CH:4][CH:3]=1.[C:14]([OH:17])(=[S:16])[CH3:15]>C(OCC)C>[C:14]([S:16][CH:10]([CH2:9][C:1](=[O:8])[C:2]1[CH:7]=[CH:6][CH:5]=[CH:4][CH:3]=1)[C:11]([OH:13])=[O:12])(=[O:17])[CH3:15]. Reported procedure: To a solution of 1.76 g of 3-benzoylacrylic acid in 30 ml of diethyl ether was added 0.8 ml of thioacetic acid, and the resulting mixture was stirred at room temperature for 5 hours. The diethyl ether was removed from the reaction mixture by evaporation under reduced pressure, and the residue was purified by silica gel column chromatography using a mixture of hexane and dichloromethane as an eluent and recrystallized from a mixture of hexane and diethyl ether to give 2.09 g of 2-acetylthio-3-ben... Starting materials: C(#N)CP(OCC)(OCC)=O (diethyl cyanomethylphosphonate), C(C)(=O)[O-].[NH4+] (ammonium acetate), C(C)(=O)O (acetic acid), C1(=CC=CC=C1)C (toluene). Run at time 2 day. The product is C(C)OP(OCC)(=O)C(=CC1CCCCC1)C#N ([1-cyano-2-(cyclohexyl)-vinyl]-phosphonic acid diethyl ester). Reaction SMILES: [C:1]([CH2:3][P:4](=[O:11])([O:8][CH2:9][CH3:10])[O:5][CH2:6][CH3:7])#[N:2].C([O-])(=O)C.[NH4+].C(O)(=O)C.[C:21]1([CH3:27])[CH:26]=[CH:25][CH:24]=[CH:23][CH:22]=1>>[CH2:6]([O:5][P:4]([C:3]([C:1]#[N:2])=[CH:27][CH:21]1[CH2:26][CH2:25][CH2:24][CH2:23][CH2:22]1)(=[O:11])[O:8][CH2:9][CH3:10])[CH3:7] |f:1.2|. Reported procedure: To a stirred solution of diethyl cyanomethylphosphonate (32.6 g, 184 mmol), ammonium acetate (6.0 g, 78 mmol), acetic acid (6 mL) in toluene (120 mL) was added cyclohexanecarboxyaldehyde (21 g, 174 mmol). The reaction mixture was stirred at room temperature for two days and then heated at 100° C. for 3 hours. After cooling, the reaction mixture washed with saturated sodium bicarbonate solution three times, with brine one time and then dried over magnesium sulfate. The reaction mixture was filter... Reactants: CCOC(=O)C(CSCc1ccccc1)CSCc1ccccc1, CCO, [K+], C1COCCO1, [OH-], O. The product is O=C(O)C(CSCc1ccccc1)CSCc1ccccc1. As a reaction SMILES: [CH2:1]([CH3:2])[O:3][C:4]([CH:5]([CH2:6][S:7][CH2:8][c:9]1[cH:10][cH:11][cH:12][cH:13][cH:14]1)[CH2:15][S:16][CH2:17][c:18]1[cH:19][cH:20][cH:21][cH:22][cH:23]1)=[O:24].[CH3:32][CH2:33][OH:34].[K+:36].[O:26]1[CH2:27][CH2:28][O:29][CH2:30][CH2:31]1.[OH-:35].[OH2:25]>>[O:3]=[C:4]([CH:5]([CH2:6][S:7][CH2:8][c:9]1[cH:10][cH:11][cH:12][cH:13][cH:14]1)[CH2:15][S:16][CH2:17][c:18]1[cH:19][cH:20][cH:21][cH:22][cH:23]1)[OH:24]. The product is Cn1c(=O)n(-c2ccccn2)c2nc(Cl)ccc21. The reactants are Brc1ccccn1, Cn1c(=O)[nH]c2nc(Cl)ccc21, CN(C)C=O, [Cl-]. As a reaction SMILES: [Br:13][c:14]1[n:15][cH:16][cH:17][cH:18][cH:19]1.[CH3:1][n:2]1[c:3](=[O:12])[nH:4][c:5]2[n:6][c:7]([Cl:11])[cH:8][cH:9][c:10]12.[CH3:21][N:22]([CH3:23])[CH:24]=[O:25].[Cl-:20]>>[CH3:1][n:2]1[c:3](=[O:12])[n:4](-[c:14]2[n:15][cH:16][cH:17][cH:18][cH:19]2)[c:5]2[n:6][c:7]([Cl:11])[cH:8][cH:9][c:10]12.